Task: describe an organic reaction: reactants, conditions, products, and yield. Dataset: the Open Reaction Database (ORD), a public repository of structured organic reaction records Reactants: C1=CC(=CN=C1)C(=O)O (niacin), COC([C@H]1NCCC1)=O (L-proline methyl ester), CN1CCOCC1 (N-methyl morpholine), CCN=C=NCCCN(C)C.Cl (EDC.HCl). The reagents and catalysts are CN(C)C=1C=CN=CC1 (DMAP). Run in C(Cl)Cl (DCM), C(Cl)Cl (DCM). Conditions: temperature 25 celsius, time 2 hour. The product is COC(=O)C1N(CCC1)C(=O)C=1C=NC=CC1 (1-(pyridine-3-carbonyl)-pyrrolidine-2-carboxylic acid methyl ester). Yield: 172.9%. Reaction SMILES: [CH:1]1[CH:6]=[N:5][CH:4]=[C:3]([C:7]([OH:9])=O)[CH:2]=1.[CH3:10][O:11][C:12](=[O:18])[C@@H:13]1[CH2:17][CH2:16][CH2:15][NH:14]1.CN1CCOCC1.CCN=C=NCCCN(C)C.Cl>C(Cl)Cl.CN(C1C=CN=CC=1)C>[CH3:10][O:11][C:12]([CH:13]1[CH2:17][CH2:16][CH2:15][N:14]1[C:7]([C:3]1[CH:4]=[N:5][CH:6]=[CH:1][CH:2]=1)=[O:9])=[O:18] |f:3.4|. Procedure: To a solution of niacin (0.4 g 3.50 mmol) in DCM (10 mL) were added L-proline methyl ester (0.5 g, 3.21 mmol), N-methyl morpholine (1.1 mL, 0.10.5 mmol), EDC.HCl (1.2 g, 6.4 mmol) and catalytic amount of DMAP at ice temperature (0° C.). The mixture was allowed to stir at room temperature (25° C.) over a period of 2 h. The resulting mixture diluted with DCM (100 mL) washed with water (2×100 mL) and dried over sodium sulphate. Solvent was evaporated under reduced pressure to obtain product as yell...